This data is from the Open Reaction Database (ORD), a public repository of structured organic reaction records. The task is: describe an organic reaction: reactants, conditions, products, and yield Starting materials: CN(C)c1ccc(S(=O)(=O)n2ccc(C=CC(=O)Nc3ccccc3NC(=O)OC(C)(C)C)c2)cc1, O=C(O)C(F)(F)F. The product is CN(C)c1ccc(S(=O)(=O)n2ccc(C=CC(=O)Nc3ccccc3N)c2)cc1. As a reaction SMILES: [C:1]([O:2][C:3](=[O:4])[NH:7][c:8]1[c:9]([NH:14][C:15]([CH:16]=[CH:17][c:18]2[cH:19][n:20]([S:23](=[O:24])(=[O:25])[c:26]3[cH:27][cH:28][c:29]([N:32]([CH3:33])[CH3:34])[cH:30][cH:31]3)[cH:21][cH:22]2)=[O:35])[cH:10][cH:11][cH:12][cH:13]1)([CH3:5])([CH3:6])[CH3:36].[F:37][C:38]([F:39])([F:40])[C:41]([OH:42])=[O:43]>>[NH2:7][c:8]1[c:9]([NH:14][C:15]([CH:16]=[CH:17][c:18]2[cH:19][n:20]([S:23](=[O:24])(=[O:25])[c:26]3[cH:27][cH:28][c:29]([N:32]([CH3:33])[CH3:34])[cH:30][cH:31]3)[cH:21][cH:22]2)=[O:35])[cH:10][cH:11][cH:12][cH:13]1. Reactants: O=C1CCc2cc(Br)cnc2N1, CCC#N, C=CC(=O)N(C)Cc1cccc(OC)c1OCC(C)C, CCN(C(C)C)C(C)C, ClCCl, CC(=O)[O-], CC(=O)[O-], CN(C)C=O, [Pd+2]. Yields the product COc1cccc(CN(C)C(=O)C=Cc2cnc3c(c2)CCC(=O)N3)c1OCC(C)C. Reaction SMILES: [Br:30][c:31]1[cH:32][c:33]2[c:38]([n:39][cH:40]1)[NH:37][C:36](=[O:41])[CH2:35][CH2:34]2.[C:42](#[N:43])[CH2:44][CH3:45].[CH2:1]([CH:2]([CH3:3])[CH3:4])[O:5][c:6]1[c:7]([CH2:8][N:9]([C:10]([CH:11]=[CH2:12])=[O:13])[CH3:14])[cH:15][cH:16][cH:17][c:18]1[O:19][CH3:20].[CH:21]([N:22]([CH:23]([CH3:24])[CH3:25])[CH2:26][CH3:27])([CH3:28])[CH3:29].[Cl:51][CH2:52][Cl:53].[O-:55][C:56]([CH3:57])=[O:58].[O-:59][C:60]([CH3:61])=[O:62].[O:46]=[CH:47][N:48]([CH3:49])[CH3:50].[Pd+2:54]>>[CH2:1]([CH:2]([CH3:3])[CH3:4])[O:5][c:6]1[c:7]([CH2:8][N:9]([C:10]([CH:11]=[CH:12][c:31]2[cH:32][c:33]3[c:38]([n:39][cH:40]2)[NH:37][C:36](=[O:41])[CH2:35][CH2:34]3)=[O:13])[CH3:14])[cH:15][cH:16][cH:17][c:18]1[O:19][CH3:20].